This data is from the Open Reaction Database (ORD), a public repository of structured organic reaction records. The task is: describe an organic reaction: reactants, conditions, products, and yield Starting materials: C(=O)(O)[O-].[Na+] (NaHCO3), CC(CN1N=CC(=C1)B1OC(C(O1)(C)C)(C)C)(COC1OCCCC1)C (1-[2,2-dimethyl-3-(tetrahydro-2H-pyran-2-yloxy)propyl]-4-(4,4,5,5-tetramethyl-1,3,2-dioxaborolan-2-yl)-1H-pyrazole), CC(CN1N=CC(=C1)B1OC(C(O1)(C)C)(C)C)(COC1OCCCC1)C (1-[2,2-dimethyl-3-(tetrahydro-2H-pyran-2-yloxy)propyl]-4-(4,4,5,5-tetramethyl-1,3,2-dioxaborolan-2-yl)-1H-pyrazole), CC=1C=CC(=CC1)S(=O)(=O)O.O (p-TsOH.H2O). Run in CCO (EtOH). Reaction conditions: time 16 hour. The product is CC(CO)(CN1N=CC(=C1)B1OC(C(O1)(C)C)(C)C)C (2,2-dimethyl-3-[4-(4,4,5,5-tetramethyl-1,3,2-dioxaborolan-2-yl)-1H-pyrazol-1-yl]propan-1-ol). Yield: 57.2%. As a reaction SMILES: [CH3:1][C:2]([CH3:26])([CH2:18][O:19]C1CCCCO1)[CH2:3][N:4]1[CH:8]=[C:7]([B:9]2[O:13][C:12]([CH3:15])([CH3:14])[C:11]([CH3:17])([CH3:16])[O:10]2)[CH:6]=[N:5]1.CC1C=CC(S(O)(=O)=O)=CC=1.O.C([O-])(O)=O.[Na+]>CCO>[CH3:1][C:2]([CH3:26])([CH2:3][N:4]1[CH:8]=[C:7]([B:9]2[O:13][C:12]([CH3:15])([CH3:14])[C:11]([CH3:17])([CH3:16])[O:10]2)[CH:6]=[N:5]1)[CH2:18][OH:19] |f:1.2,3.4|. Procedure: 1-[2,2-dimethyl-3-(tetrahydro-2H-pyran-2-yloxy)propyl]-4-(4,4,5,5-tetramethyl-1,3,2-dioxaborolan-2-yl)-1H-pyrazole (Compound 47C, 539 mg, 1.48 mmol) was dissolved in EtOH (2.64 mL) and p-TsOH.H2O (56.3 mg, 0.296 mmol) was added to the reaction mixture. The reaction was left to stir at rt for 16 hrs. Solid NaHCO3 (1.24 g, 14.8 mmol) was added to the reaction mixture and left to stir at rt for an additional 30 min. The reaction mixture was quenched with water and then extracted with EtOAc. The org... Reactants: C(C1=CC=CC=C1)N1C(=CC2=C(C=C3C(=C12)CCC3)OC)C (1-benzyl-2-methyl-4-methoxy-1,6,7,8-tetrahydrocyclopent[g]indole), B(Br)(Br)Br (boron tribromide), C([O-])([O-])=O.[Cs+].[Cs+] (cesium carbonate), BrCC(=O)OC (methyl bromoacetate), CN(C=O)C (N,N-dimethylformamide). Solvent: O (water), O (water), C(Cl)(Cl)Cl (chloroform). Run at time 2.5 hour. Product: COC(COC1=C2C(=C(N(C2=C2C(=C1)CCC2)CC2=CC=CC=C2)C)C(C(=O)N)=O)=O (2-[[3-(2-Amino-1,2-dioxoethyl)-2-methyl-1-benzyl-1,6,7,8-tetrahydrocyclo-pent[g]indol-4-yl]oxy]acetic acid methyl ester). Isolated yield 16.0%. RXN SMILES: [CH2:1]([N:8]1[C:16]2[C:11](=[C:12]([O:20][CH3:21])[CH:13]=[C:14]3[CH2:19][CH2:18][CH2:17][C:15]3=2)[CH:10]=[C:9]1[CH3:22])[C:2]1[CH:7]=[CH:6][CH:5]=[CH:4][CH:3]=1.B(Br)(Br)Br.[C:27](=[O:30])([O-])[O-].[Cs+].[Cs+].BrC[C:35]([O:37][CH3:38])=[O:36].C[N:40](C)[CH:41]=[O:42]>C(Cl)(Cl)Cl.O>[CH3:38][O:37][C:35](=[O:36])[CH2:21][O:20][C:12]1[CH:13]=[C:14]2[CH2:19][CH2:18][CH2:17][C:15]2=[C:16]2[C:11]=1[C:10]([C:27](=[O:30])[C:41]([NH2:40])=[O:42])=[C:9]([CH3:22])[N:8]2[CH2:1][C:2]1[CH:3]=[CH:4][CH:5]=[CH:6][CH:7]=1 |f:2.3.4|. Reported procedure: A solution of 1-benzyl-2-methyl-4-methoxy-1,6,7,8-tetrahydrocyclopent[g]indole (2.2 g, 7.6 mmol) in chloroform (40 mL) was treated with boron tribromide (2.8 mL, 30 mmol) at 0° C. The mixture was warmed to room temperature and stirred for 2.5 h. The mixture was poured into water and extracted with chloroform. The organic layer was washed once with water, once with saturated sodium chloride solution, dried (sodium sulfate), filtered, and concentrated in vacuo to provide an oil. A solution of this... Reactants: BrC=1C(=C(C(=C(C(=O)O)C1)F)Cl)F (5-bromo-3-chloro-2,4-difluorobenzoic acid), C(C(=O)Cl)(=O)Cl (oxalyl chloride). The reagents and catalysts are CN(C)C=O (DMF). The solvent is ClCCl (dichloromethane). Reaction conditions: time 3 hour. The product is BrC=1C(=C(C(=C(C(=O)Cl)C1)F)Cl)F (5-Bromo-3-chloro-2,4-difluorobenzoyl chloride). As a reaction SMILES: [Br:1][C:2]1[C:3]([F:13])=[C:4]([Cl:12])[C:5]([F:11])=[C:6]([CH:10]=1)[C:7](O)=[O:8].C(Cl)(=O)C([Cl:17])=O>ClCCl.CN(C=O)C>[Br:1][C:2]1[C:3]([F:13])=[C:4]([Cl:12])[C:5]([F:11])=[C:6]([CH:10]=1)[C:7]([Cl:17])=[O:8]. Reported procedure: A quantity of 5.2 g of 5-bromo-3-chloro-2,4-difluorobenzoic acid is suspended in 30 ml of dichloromethane; then 2.92 g of oxalyl chloride is added, and 3 drops of dry DMF are added. The mixture is stirred at room temperature for 3 hours and the desired compound is isolated after evaporation of the solvent. Reactants: COC=1C=C2C(=NC=NC2=CC1OC)NC1=CC(=CC=C1)Cl (6,7-dimethoxy-4-(3'-chloroanilino)quinazoline), C(C)[S-].[Na+] (sodium ethanethiolate). The product is OC=1C=C2C(=NC=NC2=CC1O)NC1=CC(=CC=C1)Cl (6,7-dihydroxy-4-(3'-chloroanilino)quinazoline). Isolated yield 68.0%. As a reaction SMILES: C[O:2][C:3]1[CH:4]=[C:5]2[C:10](=[CH:11][C:12]=1[O:13]C)[N:9]=[CH:8][N:7]=[C:6]2[NH:15][C:16]1[CH:21]=[CH:20][CH:19]=[C:18]([Cl:22])[CH:17]=1.C([S-])C.[Na+]>>[OH:2][C:3]1[CH:4]=[C:5]2[C:10](=[CH:11][C:12]=1[OH:13])[N:9]=[CH:8][N:7]=[C:6]2[NH:15][C:16]1[CH:21]=[CH:20][CH:19]=[C:18]([Cl:22])[CH:17]=1 |f:1.2|. Reported procedure: Using an analogous procedure to that described in Example 4, 6,7-dimethoxy-4-(3'-chloroanilino)quinazoline was reacted with sodium ethanethiolate to give 6,7-dihydroxy-4-(3'-chloroanilino)quinazoline in 68% yield, m.p. 233°-235° C. Reactants: mixture, C(#N)C1=CC=C(C=C1)C1=CC=C(C=C1)OC(C(=O)O)CC ([(4′-cyano-1,1′-biphenyl-4-yl)oxy]-butyric acid), C1(CCCCC1)N=C=NC1CCCCC1 (N,N′-dicyclohexylcarbodiimide), C1C(OC2=CSC=C2O1)CO (EDT-methanol), C1C(OC2=CSC=C2O1)CO (EDT-methanol), ice. The reagents and catalysts are CN(C1=CC=NC=C1)C (4-(dimethylamino)pyridine). Solvent: C(Cl)Cl (CH2Cl2). Conditions: time 1 hour. Product: C1(CCCCC1)NC(=O)NC1CCCCC1 (N,N′-dicyclohexylurea). RXN SMILES: C1OC2C(=CSC=2)[O:3]C1CO.[CH:12]1([N:18]=[C:19]=[N:20][CH:21]2[CH2:26][CH2:25][CH2:24][CH2:23][CH2:22]2)[CH2:17][CH2:16][CH2:15][CH2:14][CH2:13]1.C(C1C=CC(C2C=CC(OC(CC)C(O)=O)=CC=2)=CC=1)#N>CN(C)C1C=CN=CC=1.C(Cl)Cl>[CH:21]1([NH:20][C:19]([NH:18][CH:12]2[CH2:13][CH2:14][CH2:15][CH2:16][CH2:17]2)=[O:3])[CH2:26][CH2:25][CH2:24][CH2:23][CH2:22]1. Reported procedure: 1.06 g of a mixture of 80% of EDT-methanol and 20% of hydroxy-PDT (corresponding to 6.19 mmol; 4.95 mmol based on the main component EDT-methanol), 1.04 g (5.04 mmol) of N,N′-dicyclohexylcarbodiimide and 0.15 g (1.22 mmol) of 4-(dimethylamino)pyridine are dissolved in 50 ml of CH2Cl2 and cooled in an ice bath. 1.42 g (5.05 mmol) of [(4′-cyano-1,1′-biphenyl-4-yl)oxy]-butyric acid (see formula) are added in small doses while stirring to the ice-cooled solution. After 1 hour, the reaction is contin...